This data is from the Open Reaction Database (ORD), a public repository of structured organic reaction records. The task is: describe an organic reaction: reactants, conditions, products, and yield The reactants are C(C1=CC=CC=C1)OC(=O)NC(OCC)=N (N-benzyloxycarbonyl-O-ethyl-isourea), NCCN (1,2-diaminoethane). Reaction conditions: temperature 25 celsius, time 1 hour. The product is NCCNC(=N)NC(=O)OCC1=CC=CC=C1 (N-(2-Aminoethyl)-N'-benzyloxycarbonyl guanidine). Reaction SMILES: [CH2:1]([O:8][C:9]([NH:11][C:12](=[NH:16])OCC)=[O:10])[C:2]1[CH:7]=[CH:6][CH:5]=[CH:4][CH:3]=1.[NH2:17][CH2:18][CH2:19][NH2:20]>>[NH2:17][CH2:18][CH2:19][NH:20][C:12]([NH:11][C:9]([O:8][CH2:1][C:2]1[CH:3]=[CH:4][CH:5]=[CH:6][CH:7]=1)=[O:10])=[NH:16]. Procedure details: A mixture of N-benzyloxycarbonyl-O-methyl-isourea (II-OMe) (0.42 g, 2.0 mmol) and 1,2-diaminoethane (Ic) (0.72 g, 12 mmol) was stirred at 40° C. for 3 h and at 25° C. for 1 h. The crystals were collected by filtration. The white crystalline product was washed with toluene (4×1 mL) and dried (vacuum, 30°-35° C., 2 h). The yield of N-(2-aminoethyl)-N'-benzyloxycarbonyl guanidine IlIc was 0.28 g (60% in theory).